This data is from the Open Reaction Database (ORD), a public repository of structured organic reaction records. The task is: describe an organic reaction: reactants, conditions, products, and yield Starting materials: 2(c), CCN(C(C)C)C(C)C (DiPEA), C1(=CC=CC=C1)C(C(=O)Cl)C1=CC=CC=C1 (diphenylacetyl chloride), C(=O)(OC(C)(C)C)N[C@H](CCCNC(=O)OCC1=CC=CC=C1)C(=O)N([C@H](C)C1=CC=CC=C1)C ((R)-N2 -(Boc)-N5 -(Cbz)-N-methyl-(R)-N-(1-phenylethyl)ornithine amide), Cl.CCOC(=O)C (HCl EtOAc). Run in N1=CC=CC=C1 (pyridine), CCOC(=O)C (EtOAc), C(Cl)Cl (CH2Cl2), C(Cl)Cl (CH2Cl2). Product: C(=O)(OCC1=CC=CC=C1)NCCC[C@@H](NC(C(C1=CC=CC=C1)C1=CC=CC=C1)=O)C(=O)N([C@H](C)C1=CC=CC=C1)C ((R)-N5 -(Cbz)-N2 -(Diphenylacetyl)-N-methyl-(R)-N-(1-phenylethyl)ornithine amide). Isolated yield 27.7%. RXN SMILES: C([NH:8][C@@H:9]([C:24]([N:26]([CH3:35])[C@@H:27]([C:29]1[CH:34]=[CH:33][CH:32]=[CH:31][CH:30]=1)[CH3:28])=[O:25])[CH2:10][CH2:11][CH2:12][NH:13][C:14]([O:16][CH2:17][C:18]1[CH:23]=[CH:22][CH:21]=[CH:20][CH:19]=1)=[O:15])(OC(C)(C)C)=O.Cl.CCOC(C)=O.[C:43]1([CH:49]([C:53]2[CH:58]=[CH:57][CH:56]=[CH:55][CH:54]=2)[C:50](Cl)=[O:51])[CH:48]=[CH:47][CH:46]=[CH:45][CH:44]=1.CCN(C(C)C)C(C)C>C(Cl)Cl.N1C=CC=CC=1.CCOC(C)=O>[C:14]([NH:13][CH2:12][CH2:11][CH2:10][C@H:9]([C:24]([N:26]([CH3:35])[C@@H:27]([C:29]1[CH:30]=[CH:31][CH:32]=[CH:33][CH:34]=1)[CH3:28])=[O:25])[NH:8][C:50](=[O:51])[CH:49]([C:53]1[CH:58]=[CH:57][CH:56]=[CH:55][CH:54]=1)[C:43]1[CH:48]=[CH:47][CH:46]=[CH:45][CH:44]=1)([O:16][CH2:17][C:18]1[CH:19]=[CH:20][CH:21]=[CH:22][CH:23]=1)=[O:15] |f:1.2|. Procedure: Prepared according to the method described in Examples 2(b) and 2(c) above from (R)-N2 -(Boc)-N5 -(Cbz)-N-methyl-(R)-N-(1-phenylethyl)ornithine amide (5.0 g; 10 mmol; from step (a) above) EtOAc (75 mL) then HCl/EtOAc (75 mL), 2 hours reaction time for the deprotection, then CH2Cl2 (50 mL), diphenylacetyl chloride (2.4 g; 10 mmol) followed by pyridine (3.0 mL; 37 mmol; instead of DiPEA) over 1 minute, overnight reaction time, diluted with CH2Cl2 (100 mL) for the work up procedure. The crude mater... The reactants are BrC1=CC(=C(C(=O)OC)C=C1)CBr (methyl 4-bromo-2-(bromomethyl)benzoate), Cl.N[C@@H]1CC[C@H](CC1)O (trans-4-aminocyclohexanol hydrochloride), C([O-])([O-])=O.[K+].[K+] (potassium carbonate). Solvent: C(C)O (ethanol), C(C)(=O)OCC (ethyl acetate). Run at temperature 50 celsius, time 4 hour. Yields the product BrC=1C=C2CN(C(C2=CC1)=O)[C@@H]1CC[C@H](CC1)O (5-bromo-2-(trans-4-hydroxycyclohexyl)isoindolin-1-one). Reaction SMILES: [Br:1][C:2]1[CH:11]=[CH:10][C:5]([C:6]([O:8]C)=O)=[C:4]([CH2:12]Br)[CH:3]=1.Cl.[NH2:15][C@H:16]1[CH2:21][CH2:20][C@H:19]([OH:22])[CH2:18][CH2:17]1.C(=O)([O-])[O-].[K+].[K+]>C(O)C.C(OCC)(=O)C>[Br:1][C:2]1[CH:3]=[C:4]2[C:5](=[CH:10][CH:11]=1)[C:6](=[O:8])[N:15]([C@H:16]1[CH2:21][CH2:20][C@H:19]([OH:22])[CH2:18][CH2:17]1)[CH2:12]2 |f:1.2,3.4.5|. Reported procedure: A mixture of methyl 4-bromo-2-(bromomethyl)benzoate (0.500 g, 1.62 mmol), trans-4-aminocyclohexanol hydrochloride (0.295 g, 1.95 mmol), and potassium carbonate (0.44 g, 3.2 mmol) in ethanol (5.0 mL) was stirred in a sealed vial at 50° C. for 4 h. After cooling, the mixture was diluted with ethyl acetate (10 mL), and was filtered. The filtrate was concentrated under reduced pressure. The residue was triturated with ethyl ether (3 mL). The precipitates were collected by filtration and washed with ... Reactants: [Br-], CCCC[N+](CCCC)(CCCC)CCCC, CN(C)P(=O)(N(C)C)N(C)C, Cc1ccccc1, [Cl-], CCOC(=O)c1[nH]c2ccc(Cl)cc2c1-c1cccs1, ClCc1ccc(Cl)cc1, [NH4+], C1CCOC1. Yields the product CCOC(=O)c1c(-c2cccs2)c2cc(Cl)ccc2n1Cc1ccc(Cl)cc1. As a reaction SMILES: [Br-:55].[CH2:56]([N+:57]([CH2:58][CH2:59][CH2:60][CH3:61])([CH2:62][CH2:63][CH2:64][CH3:65])[CH2:66][CH2:67][CH2:68][CH3:69])[CH2:70][CH2:71][CH3:72].[CH3:30][N:31]([CH3:32])[P:33](=[O:34])([N:35]([CH3:36])[CH3:37])[N:38]([CH3:39])[CH3:40].[CH3:48][c:49]1[cH:50][cH:51][cH:52][cH:53][cH:54]1.[Cl-:41].[Cl:1][c:2]1[cH:3][c:4]2[c:5](-[c:16]3[s:17][cH:18][cH:19][cH:20]3)[c:6]([C:11](=[O:12])[O:13][CH2:14][CH3:15])[nH:7][c:8]2[cH:9][cH:10]1.[Cl:21][c:22]1[cH:23][cH:24][c:25]([CH2:26][Cl:27])[cH:28][cH:29]1.[NH4+:42].[O:43]1[CH2:44][CH2:45][CH2:46][CH2:47]1>>[Cl:1][c:2]1[cH:3][c:4]2[c:5](-[c:16]3[s:17][cH:18][cH:19][cH:20]3)[c:6]([C:11](=[O:12])[O:13][CH2:14][CH3:15])[n:7]([CH2:26][c:25]3[cH:24][cH:23][c:22]([Cl:21])[cH:29][cH:28]3)[c:8]2[cH:9][cH:10]1. The reactants are C=C1C(CCCC1)=C (1,2-dimethylenecyclohexane), [Mg] (magnesium), C1CCOC1 (THF), CC(=O)C (acetone). Conditions: time 4 hour. Product: CC1(OC(CC12C(CCCC2)=C)=O)C (4,4-dimethyl-6-methylene-3-oxaspiro[4.5]decan-2-one). Isolated yield 68.0%. Reaction SMILES: [CH2:1]=[C:2]1[CH2:7][CH2:6][CH2:5][CH2:4][C:3]1=[CH2:8].[Mg].[CH3:10][C:11]([CH3:13])=[O:12].C1C[O:17][CH2:16]C1>>[CH3:10][C:11]1([CH3:13])[C:2]2([CH2:7][CH2:6][CH2:5][CH2:4][C:3]2=[CH2:8])[CH2:1][C:16](=[O:17])[O:12]1. Procedure: In a typical reaction 1,2-dimethylenecyclohexane (0.239 g, 2.21 mmol) was added via a disposable syringe to the highly reactive magnesium (3.53 mmol) in THF (20 mL). After being stirred at room temperature for 4 hours, the reaction mixture was allowed to stand until the solution became transparent (approximately 2 hours). The yellowish gold THF solution of the complex was then separated from the excess magnesium by cannulating the solution to another flask under argon. The THF solution of newly ... Starting materials: N1=C(C=NC=C1)C(=O)O (2-pyrazine carboxylic acid), S(=O)(Cl)Cl (thionyl chloride), C(Cl)Cl (methylene chloride). The solvent is CN(C=O)C (dimethylformamide). Conditions: time 5 hour. Yields the product N1=C(C=NC=C1)C(=O)Cl (2-pyrazine carboxylic acid chloride). Reaction SMILES: [N:1]1[CH:6]=[CH:5][N:4]=[CH:3][C:2]=1[C:7]([OH:9])=O.S(Cl)([Cl:12])=O.C(Cl)Cl>CN(C)C=O>[N:1]1[CH:6]=[CH:5][N:4]=[CH:3][C:2]=1[C:7]([Cl:12])=[O:9]. Procedure: 2-pyrazine carboxylic acid, 104.3 gm, and 105.9 gm thionyl chloride were added to 800 ml methylene chloride and 5 ml dimethylformamide. The system was heated to reflux, at which point gas evolution took place. The system was stirred at reflux until gas evolution ceased, after about 5 hours, to give the 2-pyrazine carboxylic acid chloride. The solution was cooled to room temperature and transferred to a dropping funnel for use in Step (b) without further isolation. Starting materials: C(C)(C)(C)OC(NC1=C(C=C(C(=C1)NCC(C)C)C(F)(F)F)NC(CC(=O)C1=CC(=CC=C1)Br)=O)=O ({2-[3-(3-bromo-phenyl)-3-oxo-propionylamino]-5-isobutylamino-4-trifluoromethyl-phenyl}-carbamic acid tert-butyl ester), C(=O)(C(F)(F)F)O (TFA). Solvent: C(Cl)Cl (DCM). Product: BrC=1C=C(C=CC1)C1=NC2=C(NC(C1)=O)C=C(C(=C2)NCC(C)C)C(F)(F)F (4-(3-Bromo-phenyl)-7-isobutylamino-8-trifluoromethyl-1,3-dihydro-benzo[b][1,4]diazepin-2-one), solid. The yield is 92.0%. RXN SMILES: C(OC(=O)[NH:7][C:8]1[CH:13]=[C:12]([NH:14][CH2:15][CH:16]([CH3:18])[CH3:17])[C:11]([C:19]([F:22])([F:21])[F:20])=[CH:10][C:9]=1[NH:23][C:24](=[O:35])[CH2:25][C:26]([C:28]1[CH:33]=[CH:32][CH:31]=[C:30]([Br:34])[CH:29]=1)=O)(C)(C)C.C(O)(C(F)(F)F)=O>C(Cl)Cl>[Br:34][C:30]1[CH:29]=[C:28]([C:26]2[CH2:25][C:24](=[O:35])[NH:23][C:9]3[CH:10]=[C:11]([C:19]([F:22])([F:21])[F:20])[C:12]([NH:14][CH2:15][CH:16]([CH3:17])[CH3:18])=[CH:13][C:8]=3[N:7]=2)[CH:33]=[CH:32][CH:31]=1. Procedure details: ) The title compound was prepared from the above described {2-[3-(3-bromo-phenyl)-3-oxo-propionylamino]-5-isobutylamino-4-trifluoromethyl-phenyl}-carbamic acid tert-butyl ester (1.03 g, 1.8 mmol) and TFA (7 mL) in DCM (20 mL) according to general procedure I step 2. Obtained as a light yellow solid (0.75 g, 92%). MS (ISP) 454.3 [(M+H)+]; mp 217° C. (dec). Reactants: C(C)C1=CN=CO1 (5-ethyl-oxazole), C(C)OC(N(CC=1C=NC(=CC1)C)C1=C(C(=NC(=C1)Br)N)[N+](=O)[O-])=O ((2-amino-6-bromo-3-nitro-pyridin-4-yl)-(6-methyl-pyridin-3-ylmethyl)-carbamic acid ethyl ester). The product is C(C)OC(N(CC=1C=NC(=CC1)C)C1=C(C(=NC(=C1)C=1OC(=CN1)CC)N)[N+](=O)[O-])=O ([2-Amino-6-(5-ethyl-oxazol-2-yl)-3-nitro-pyridin-4-yl]-(6-methyl-pyridin-3-ylmethyl)-carbamic acid ethyl ester), product. RXN SMILES: [CH2:1]([C:3]1[O:7][CH:6]=[N:5][CH:4]=1)[CH3:2].[CH2:8]([O:10][C:11](=[O:32])[N:12]([C:21]1[CH:26]=[C:25](Br)[N:24]=[C:23]([NH2:28])[C:22]=1[N+:29]([O-:31])=[O:30])[CH2:13][C:14]1[CH:15]=[N:16][C:17]([CH3:20])=[CH:18][CH:19]=1)[CH3:9]>>[CH2:8]([O:10][C:11](=[O:32])[N:12]([C:21]1[CH:26]=[C:25]([C:6]2[O:7][C:3]([CH2:1][CH3:2])=[CH:4][N:5]=2)[N:24]=[C:23]([NH2:28])[C:22]=1[N+:29]([O-:31])=[O:30])[CH2:13][C:14]1[CH:15]=[N:16][C:17]([CH3:20])=[CH:18][CH:19]=1)[CH3:9]. Procedure: The title compound was prepared following the example in preparation 70, using 5-ethyl-oxazole (47 mg) and (2-amino-6-bromo-3-nitro-pyridin-4-yl)-(6-methyl-pyridin-3-ylmethyl)-carbamic acid ethyl ester (100 mg), giving the product (79 mg) as a yellow gum.